This data is from the Open Reaction Database (ORD), a public repository of structured organic reaction records. The task is: describe an organic reaction: reactants, conditions, products, and yield Reactants: BrC1=CC=C(C(=O)Cl)C=C1 (4-bromobenzoyl chloride), C([O-])(O)=O.[Na+] (sodium bicarbonate), C(C)(C)N(CC)C(C)C (diisopropylethylamine), ClC=1C=C2C=C(N(C2=CC1)S(=O)(=O)C1=CC=CC=C1)S(=O)(=O)N1C[C@H](N[C@H](C1)C)C (cis-1-[(5-chloro-1-phenylsulfonylindol-2-yl)sulfonyl]-3,5-dimethylpiperazine). Solvent: ClCCl (dichloromethane), ClCCl (dichloromethane). Reaction conditions: time 3 hour. The product is BrC1=CC=C(C(=O)N2C(CN(CC2C)S(=O)(=O)C=2N(C3=CC=C(C=C3C2)Cl)S(=O)(=O)C2=CC=CC=C2)C)C=C1 ((4-Bromobenzoyl)-4-[(5-chloro-1-phenylsulfonylindol-2-yl)sulfonyl]-2,6-dimethylpiperazine). RXN SMILES: [Cl:1][C:2]1[CH:3]=[C:4]2[C:8](=[CH:9][CH:10]=1)[N:7]([S:11]([C:14]1[CH:19]=[CH:18][CH:17]=[CH:16][CH:15]=1)(=[O:13])=[O:12])[C:6]([S:20]([N:23]1[CH2:28][C@H:27]([CH3:29])[NH:26][C@H:25]([CH3:30])[CH2:24]1)(=[O:22])=[O:21])=[CH:5]2.C(N(C(C)C)CC)(C)C.[Br:40][C:41]1[CH:49]=[CH:48][C:44]([C:45](Cl)=[O:46])=[CH:43][CH:42]=1.C(=O)(O)[O-].[Na+]>ClCCl>[Br:40][C:41]1[CH:49]=[CH:48][C:44]([C:45]([N:26]2[CH:27]([CH3:29])[CH2:28][N:23]([S:20]([C:6]3[N:7]([S:11]([C:14]4[CH:15]=[CH:16][CH:17]=[CH:18][CH:19]=4)(=[O:13])=[O:12])[C:8]4[C:4]([CH:5]=3)=[CH:3][C:2]([Cl:1])=[CH:10][CH:9]=4)(=[O:21])=[O:22])[CH2:24][CH:25]2[CH3:30])=[O:46])=[CH:43][CH:42]=1 |f:3.4|. Procedure: In dichloromethane (40 ml), cis-1-[(5-chloro-1-phenylsulfonylindol-2-yl)sulfonyl]-3,5-dimethylpiperazine (1.30 g) was dissolved. To the resulting suspension, diisopropylethylamine (645 μl) was added under ice cooling, followed by the dropwise addition of a solution of 4-bromobenzoyl chloride (0.74 g) in dichloromethane (5 ml). Stirring was then effected at room temperature for 3 hours. A saturated aqueous solution of sodium bicarbonate was added to the reaction mixture. The organic layer thus se... The reactants are N[C@@H](CSC(C1=CC=CC=C1)(C1=CC=CC=C1)C1=CC=CC=C1)C(=O)OC (H2N-Cys(Trt)-OMe), N([C@@H](CSC(C1=CC=CC=C1)(C1=CC=CC=C1)C1=CC=CC=C1)C(=O)O)C(=O)OCC1C2=CC=CC=C2C2=CC=CC=C12 (Fmoc-Cys(Trt)-OH), S(O)(O)(=O)=O (sulfuric acid). Solvent: CO (MeOH). The product is N([C@@H](CSC(C1=CC=CC=C1)(C1=CC=CC=C1)C1=CC=CC=C1)C(=O)OC)C(=O)OCC1C2=CC=CC=C2C2=CC=CC=C12 (Fmoc-Cys(Trt)-OMe). Reaction SMILES: [NH2:1][C@H:2]([C:24]([O:26][CH3:27])=[O:25])[CH2:3][S:4][C:5]([C:18]1[CH:23]=[CH:22][CH:21]=[CH:20][CH:19]=1)([C:12]1[CH:17]=[CH:16][CH:15]=[CH:14][CH:13]=1)[C:6]1[CH:11]=[CH:10][CH:9]=[CH:8][CH:7]=1.N([C:54]([O:56][CH2:57][CH:58]1[C:70]2[C:65](=[CH:66][CH:67]=[CH:68][CH:69]=2)[C:64]2[C:59]1=[CH:60][CH:61]=[CH:62][CH:63]=2)=[O:55])[C@H](C(O)=O)CSC(C1C=CC=CC=1)(C1C=CC=CC=1)C1C=CC=CC=1.S(=O)(=O)(O)O>CO>[NH:1]([C:54]([O:56][CH2:57][CH:58]1[C:59]2[C:64](=[CH:63][CH:62]=[CH:61][CH:60]=2)[C:65]2[C:70]1=[CH:69][CH:68]=[CH:67][CH:66]=2)=[O:55])[C@H:2]([C:24]([O:26][CH3:27])=[O:25])[CH2:3][S:4][C:5]([C:12]1[CH:13]=[CH:14][CH:15]=[CH:16][CH:17]=1)([C:6]1[CH:7]=[CH:8][CH:9]=[CH:10][CH:11]=1)[C:18]1[CH:23]=[CH:22][CH:21]=[CH:20][CH:19]=1. Reported procedure: and H2N-Cys(Trt)-OMe 26. 7.2 g (12.3 mmol) of Fmoc-Cys(Trt)-OH was dissolved in 70 ml of MeOH and added 1.5 ml of conc. sulfuric acid. The reaction mixture was refluxed for 4 hr, the solvent was removed. The mixture was then mixed with ethyl acetate, and washed with water, saturated NaHCO3, and brine. Removing the solvent under vacuum gave 25 as a white foamy solid. The crude product was dissolved in 20 ml of 20% piperidine solution in DMF. After 2 hr, the solvent was removed. Silicagel chromato... The reactants are CC1(COC2=C1C=C(C=C2)C(=O)Cl)C (2,3-Dihydro-3,3-dimethylbenzofuran-5-carboxylic acid chloride), N (ammonia). Product: CC1(COC2=C1C=C(C=C2)C(=O)N)C (2,3-Dihydro-3,3-dimethylbenzofuran-5-carboxylic acid amide). RXN SMILES: [CH3:1][C:2]1([CH3:14])[C:6]2[CH:7]=[C:8]([C:11](Cl)=[O:12])[CH:9]=[CH:10][C:5]=2[O:4][CH2:3]1.[NH3:15]>>[CH3:1][C:2]1([CH3:14])[C:6]2[CH:7]=[C:8]([C:11]([NH2:15])=[O:12])[CH:9]=[CH:10][C:5]=2[O:4][CH2:3]1. Procedure details: The product of stage (b) (4.2 g) was added dropwise to excess aqueous ammonia with stirring and ice cooling. After 1 hour the white precipitate was filtered off and recrystallised from ethanol to give 1.1 g of title product, mp 136°-138° C.